Dataset: the Open Reaction Database (ORD), a public repository of structured organic reaction records. Task: describe an organic reaction: reactants, conditions, products, and yield The reactants are C1CCOC1, C1CCOC1, CN(C)CCN(C)C, CCCCCCC, CC(C)[N-]C(C)C, O=Cc1ccccc1, [Li+], O=S(=O)(c1ccccc1)n1ccc2ccncc21. Yields the product O=S(=O)(c1ccccc1)n1c(C(O)c2ccccc2)cc2ccncc21. As a reaction SMILES: [CH2:43]1[O:44][CH2:45][CH2:46][CH2:47]1.[CH2:55]1[O:56][CH2:57][CH2:58][CH2:59]1.[CH3:27][N:28]([CH3:29])[CH2:30][CH2:31][N:32]([CH3:33])[CH3:34].[CH3:48][CH2:49][CH2:50][CH2:51][CH2:52][CH2:53][CH3:54].[CH:1]([N-:2][CH:3]([CH3:4])[CH3:5])([CH3:6])[CH3:7].[CH:35](=[O:36])[c:37]1[cH:38][cH:39][cH:40][cH:41][cH:42]1.[Li+:8].[c:9]1([S:15](=[O:16])(=[O:17])[n:18]2[cH:19][cH:20][c:21]3[c:22]2[cH:23][n:24][cH:25][cH:26]3)[cH:10][cH:11][cH:12][cH:13][cH:14]1>>[c:9]1([S:15](=[O:16])(=[O:17])[n:18]2[c:19]([CH:35]([OH:36])[c:37]3[cH:38][cH:39][cH:40][cH:41][cH:42]3)[cH:20][c:21]3[c:22]2[cH:23][n:24][cH:25][cH:26]3)[cH:10][cH:11][cH:12][cH:13][cH:14]1. The reactants are ice water, II (iodine), ClS(=O)(=O)O (chlorosulfonic acid), FC(=C(F)F)F (tetrafluoroethylene). Reaction conditions: temperature 50 celsius. Yields the product S(=O)(=O)(OC(C(F)(F)I)(F)F)Cl (2-Iodo-1,1,2,2-tetrafluoroethyl Chlorosulfate). The yield is 7.3%. RXN SMILES: [I:1]I.[Cl:3][S:4]([OH:7])(=[O:6])=[O:5].[F:8][C:9]([F:13])=[C:10]([F:12])[F:11]>>[S:4]([Cl:3])([O:7][C:10]([F:12])([F:11])[C:9]([I:1])([F:13])[F:8])(=[O:6])=[O:5]. Procedure details: Into a 400 mL stainless steel shaker tube was charged iodine (101.6 g, 0.4 mol) and chlorosulfonic acid (46.6 g, 0.4 mol). The reactor was cooled and evacuated, then tetrafluoroethylene (50 g, 0.8 mol) was transferred into the reactor. After being agitated and heated at 50° C. for 8 h, the product mixture was poured into ice water and the organic layer was separated. After drying with magnesium sulfate, the mixture was distilled to give low yield of ICF2CF2OSO2Cl (10 g), and a large amount of IC... RXN SMILES: [CH3:2][C:3]([CH2:4][c:5]1[n:6][c:7]([CH2:29][C:30]([C:31]([F:32])([F:33])[F:34])([OH:35])[c:36]2[cH:37][cH:38][c:39](-[c:42]3[n:43][cH:44][c:45]([F:48])[cH:46][cH:47]3)[cH:40][cH:41]2)[n:8]([C:10]([c:11]2[cH:12][cH:13][cH:14][cH:15][cH:16]2)([c:17]2[cH:18][cH:19][cH:20][cH:21][cH:22]2)[c:23]2[cH:24][cH:25][cH:26][cH:27][cH:28]2)[cH:9]1)([CH3:49])[CH3:50].[CH3:51][OH:52].[ClH:1]>>[CH3:2][C:3]([CH2:4][c:5]1[n:6][c:7]([CH2:29][C:30]([C:31]([F:32])([F:33])[F:34])([OH:35])[c:36]2[cH:37][cH:38][c:39](-[c:42]3[n:43][cH:44][c:45]([F:48])[cH:46][cH:47]3)[cH:40][cH:41]2)[nH:8][cH:9]1)([CH3:49])[CH3:50]. Yields the product CC(C)(C)Cc1c[nH]c(CC(O)(c2ccc(-c3ccc(F)cn3)cc2)C(F)(F)F)n1. The reactants are CC(C)(C)Cc1cn(C(c2ccccc2)(c2ccccc2)c2ccccc2)c(CC(O)(c2ccc(-c3ccc(F)cn3)cc2)C(F)(F)F)n1, CO, Cl. Starting materials: [O-]S(=O)(=S)[O-].[Na+].[Na+] (Na2S2O3), OC1=C(C2=CC=CC=C2C=C1)C=O (2-hydroxy-1-naphthaldehyde), BrBr (bromine). Run in CC(=O)O (AcOH), CC(=O)O (AcOH). Run at time 1 hour. Product: BrC=1C=C2C=CC(=C(C2=CC1)C=O)O (6-Bromo-2-hydroxy-1-naphthaldehyde). Isolated yield 32.9%. As a reaction SMILES: [OH:1][C:2]1[CH:11]=[CH:10][C:9]2[C:4](=[CH:5][CH:6]=[CH:7][CH:8]=2)[C:3]=1[CH:12]=[O:13].[Br:14]Br.[O-]S([O-])(=S)=O.[Na+].[Na+]>CC(O)=O>[Br:14][C:7]1[CH:8]=[C:9]2[C:4](=[CH:5][CH:6]=1)[C:3]([CH:12]=[O:13])=[C:2]([OH:1])[CH:11]=[CH:10]2 |f:2.3.4|. Reported procedure: To a solution of 2-hydroxy-1-naphthaldehyde (60.0 g) in AcOH (300 mL) was added dropwise a solution of bromine (66.8 g) in AcOH (30 mL) over 30 min. After being stirred for 1 h, the mixture was poured into aqueous Na2S2O3 solution, and the resulting mixture was extracted with AcOEt. The combined organic layers were washed with water, 1N-NaOH, and brine followed by drying over MgSO4. After removal of the solvent in vacuo, the residue was washed with EtOH to give a yellow powder. The powder was cr... The reactants are ClC=1C2=C(N=CN1)OC(=C2C2=CC=CC=C2)C2=CC=CC=C2 (4-Chloro-5,6-diphenylfuro[2,3-d]pyrimidine), NCC1=CC=C(N)C=C1 (4-(aminomethyl)aniline). Solvent: C(CCC)O (n-butanol). Product: NC1=CC=C(CNC=2C3=C(N=CN2)OC(=C3C3=CC=CC=C3)C3=CC=CC=C3)C=C1 (N-(4-aminobenzyl)-5,6-diphenylfuro[2,3-d]pyrimidin-4-amine). Isolated yield 70.3%. Reaction SMILES: Cl[C:2]1[C:3]2[C:10]([C:11]3[CH:16]=[CH:15][CH:14]=[CH:13][CH:12]=3)=[C:9]([C:17]3[CH:22]=[CH:21][CH:20]=[CH:19][CH:18]=3)[O:8][C:4]=2[N:5]=[CH:6][N:7]=1.[NH2:23][CH2:24][C:25]1[CH:31]=[CH:30][C:28]([NH2:29])=[CH:27][CH:26]=1>C(O)CCC>[NH2:29][C:28]1[CH:30]=[CH:31][C:25]([CH2:24][NH:23][C:2]2[C:3]3[C:10]([C:11]4[CH:16]=[CH:15][CH:14]=[CH:13][CH:12]=4)=[C:9]([C:17]4[CH:22]=[CH:21][CH:20]=[CH:19][CH:18]=4)[O:8][C:4]=3[N:5]=[CH:6][N:7]=2)=[CH:26][CH:27]=1. Procedure details: 4-Chloro-5,6-diphenylfuro[2,3-d]pyrimidine (0.10 g) and 4-(aminomethyl)aniline (0.05 g) in n-butanol (5 mL) were heated at 80° C. for 16 h. The reaction mixture was concentrated and the residue was partitioned between water and ethyl acetate. The organic layer was concentrated and the residue was purified by silica gel column chromatography using a mixture of dichloromethane:methanol (40:1), to give N-(4-aminobenzyl)-5,6-diphenylfuro[2,3-d]pyrimidin-4-amine (0.09 g, 70%). 1H NMR (300 MHz, CDCl3)... Reactants: CN(CCNC)C (N,N,N′-trimethylethylenediamine), CI (methyl iodide), N1(CCCCC1)C1=C(C=O)C=CC=C1 (2-piperidinobenzaldehyde), [Li]CCCC (n-BuLi), solution, [Li]CCCC (n-BuLi), solution. Solvent: C1CCOC1 (THF), C1CCOC1 (THF), CCCCCC (hexane), CCCCCC (hexane). Run at temperature -20 celsius, time 15 minute. Yields the product CC1=C(C=O)C(=CC=C1)N1CCCCC1 (2-methyl-6-piperidin-1-ylbenzaldehyde), oil. The yield is 43.0%. As a reaction SMILES: [CH3:1]N(C)CCNC.[Li]CCCC.[N:13]1([C:19]2[CH:26]=[CH:25][CH:24]=[CH:23][C:20]=2[CH:21]=[O:22])[CH2:18][CH2:17][CH2:16][CH2:15][CH2:14]1.CI>C1COCC1.CCCCCC>[CH3:1][C:23]1[CH:24]=[CH:25][CH:26]=[C:19]([N:13]2[CH2:18][CH2:17][CH2:16][CH2:15][CH2:14]2)[C:20]=1[CH:21]=[O:22]. Procedure details: To a solution of N,N,N′-trimethylethylenediamine in dry THF (110 mL), cooled to −20° C., n-BuLi (27.3 mL of a 1.6 M solution in hexane, 43.68 mmol, 1.0 eq) was added dropwise. After 15 min, a solution of 2-piperidin-1-ylbenzaldehyde 3b (8.0 g, 42.27 mmol) in THF (20 mL) was added slowly while maintaining the temperature at −20° C. After an additional 15 min, additional n-BuLi (79.25 mL of a 1.6 M solution in hexane, 126.8 mmol, 3.0 eq) was slowly added. The reaction mixture was maintained at −20... Reactants: Cl (HCl), [OH-].[K+] (potassium hydroxide), C(N)(=O)C1=C(N=C(C(=N1)C1=CC=C(C=C1)C1=C(C=C(C(=C1)Cl)CC(=O)OC)Cl)C)C (methyl 2-(4′-(6-carbamoyl-3,5-dimethylpyrazin-2-yl)-2,5-dichlorobiphenyl-4-yl)acetate), C(N)(=O)C1=C(N=C(C(=N1)C1=CC=C(C=C1)C1=C(C=C(C(=C1)Cl)CC(=O)OC)Cl)C)C (methyl 2-(4′-(6-carbamoyl-3,5-dimethylpyrazin-2-yl)-2,5-dichlorobiphenyl-4-yl)acetate). The solvent is C(C)(C)(C)O (tert-butanol). Run at temperature 55 celsius, time 45 minute. Product: C(N)(=O)C1=C(N=C(C(=N1)C1=CC=C(C=C1)C1=C(C=C(C(=C1)Cl)CC(=O)O)Cl)C)C (2-(4′-(6-carbamoyl-3,5-dimethylpyrazin-2-yl)-2,5-dichlorobiphenyl-4-yl)acetic acid). Isolated yield 55.6%. As a reaction SMILES: [OH-].[K+].[C:3]([C:6]1[N:11]=[C:10]([C:12]2[CH:17]=[CH:16][C:15]([C:18]3[CH:23]=[C:22]([Cl:24])[C:21]([CH2:25][C:26]([O:28]C)=[O:27])=[CH:20][C:19]=3[Cl:30])=[CH:14][CH:13]=2)[C:9]([CH3:31])=[N:8][C:7]=1[CH3:32])(=[O:5])[NH2:4].Cl>C(O)(C)(C)C>[C:3]([C:6]1[N:11]=[C:10]([C:12]2[CH:13]=[CH:14][C:15]([C:18]3[CH:23]=[C:22]([Cl:24])[C:21]([CH2:25][C:26]([OH:28])=[O:27])=[CH:20][C:19]=3[Cl:30])=[CH:16][CH:17]=2)[C:9]([CH3:31])=[N:8][C:7]=1[CH3:32])(=[O:5])[NH2:4] |f:0.1|. Reported procedure: Powdered potassium hydroxide (56.1 mg, 1.00 mmol) was added in one portion to methyl 2-(4′-(6-carbamoyl-3,5-dimethylpyrazin-2-yl)-2,5-dichlorobiphenyl-4-yl)acetate (Intermediate 4-1; 148 mg, 0.33 mmol) in tert-butanol (10 mL) at 55° C. The resulting solution was stirred at 55° C. for 45 minutes, 2M HCl (2 mL) was added and the mixture was evaporated to remove the organic solvent. The suspension was collected by filtration, washed with water (50 mL) and air dried to afford crude product as a pale...